Dataset: the Open Reaction Database (ORD), a public repository of structured organic reaction records. Task: describe an organic reaction: reactants, conditions, products, and yield Starting materials: CCOC(=O)/N=N/C(=O)OCC (DEAD), C1(=CC=CC=C1)C(C1=CC=CC=C1)OC([C@H]1N(C[C@@H](C1)O)C(=O)OC(C)(C)C)=O (N-tert-butoxycarbonyl-trans-4-hydroxy-L-proline diphenylmethyl ester), C1(=CC=CC=C1)P(C1=CC=CC=C1)C1=CC=CC=C1 (triphenylphosphine), C(C1=CC=CC=C1)(=O)N1C(NC=C(C1=O)C)=O (N3-benzoylthymine). The solvent is C1CCOC1 (THF). Run at temperature -15 celsius. The product is C1(=CC=CC=C1)C(C1=CC=CC=C1)OC([C@H]1N(C[C@H](C1)N1C(=O)N(C(=O)C(C)=C1)C(C1=CC=CC=C1)=O)C(=O)OC(C)(C)C)=O (N-tert-butoxycarbonyl-cis-4-(N3-benzoylthymin-1-yl)-L-proline diphenylmethyl ester). As a reaction SMILES: [C:1]1([CH:7]([O:14][C:15](=[O:29])[C@@H:16]2[CH2:20][C@@H:19](O)[CH2:18][N:17]2[C:22]([O:24][C:25]([CH3:28])([CH3:27])[CH3:26])=[O:23])[C:8]2[CH:13]=[CH:12][CH:11]=[CH:10][CH:9]=2)[CH:6]=[CH:5][CH:4]=[CH:3][CH:2]=1.C1(P(C2C=CC=CC=2)C2C=CC=CC=2)C=CC=CC=1.[C:49]([N:57]1[C:62](=[O:63])[C:61]([CH3:64])=[CH:60][NH:59][C:58]1=[O:65])(=[O:56])[C:50]1[CH:55]=[CH:54][CH:53]=[CH:52][CH:51]=1.CCOC(/N=N/C(OCC)=O)=O>C1COCC1>[C:1]1([CH:7]([O:14][C:15](=[O:29])[C@@H:16]2[CH2:20][C@H:19]([N:59]3[CH:60]=[C:61]([CH3:64])[C:62](=[O:63])[N:57]([C:49](=[O:56])[C:50]4[CH:55]=[CH:54][CH:53]=[CH:52][CH:51]=4)[C:58]3=[O:65])[CH2:18][N:17]2[C:22]([O:24][C:25]([CH3:28])([CH3:27])[CH3:26])=[O:23])[C:8]2[CH:9]=[CH:10][CH:11]=[CH:12][CH:13]=2)[CH:2]=[CH:3][CH:4]=[CH:5][CH:6]=1. Procedure: N-Boc-trans-4-hydroxy-L-proline diphenylmethyl ester (2a) (0.425 g, 1.07 mmol), triphenylphosphine (0.290 g, 1.10 mmol) and N3-benzoylthymine (0.250 g, 1.09 mmol) were dissolved in dry THF (10 ml) and the solution was cooled to −15° C. DEAD (180 μL, 1.10 mmol) was then added dropwise with stirring. The reaction mixture was stirred under argon at room temperature overnight. The solvent was evaporated and the residue was chromatographed on silica gel using dichloromethane-acetone 20:1 as eluant to... Reactants: BrC=1C=C(C=CC1)O (3-bromophenol), BrC1CCCC1 (bromocyclopentane), C(=O)([O-])[O-].[K+].[K+] (K2CO3). Run in CC(=O)C (acetone). Reaction conditions: temperature 80 celsius, time 18 hour. The product is BrC1=CC(=CC=C1)OC1CCCC1 (1-Bromo-3-(cyclopentyloxy)benzene). Yield: 75.0%. Reaction SMILES: [Br:1][C:2]1[CH:3]=[C:4]([OH:8])[CH:5]=[CH:6][CH:7]=1.Br[CH:10]1[CH2:14][CH2:13][CH2:12][CH2:11]1.C([O-])([O-])=O.[K+].[K+]>CC(C)=O>[Br:1][C:2]1[CH:7]=[CH:6][CH:5]=[C:4]([O:8][CH:10]2[CH2:14][CH2:13][CH2:12][CH2:11]2)[CH:3]=1 |f:2.3.4|. Procedure: A mixture of 3-bromophenol (commercially available) (1.72 g, 10 mmol), bromocyclopentane (commercially available) (2.96 g, 20 mmol), and K2CO3 (2.56 g, 20 mmol) in acetone (30 mL) was stirred at 80° C. for 18 h. The solvent was removed under reduced pressure and the mixture was extracted with EtOAc (100 mL×2). The combined organic layers was washed with sat NaCl (50 mL), dried over Na2SO4, concentrated, and purified by column to give the title product (1.8 g, yield 75%). Starting materials: N#Cc1ccccc1, N#Cc1ccccc1, OB(O)c1ccc(Cl)c(OCc2ccccc2)c1, Cc1ccccc1, CCOC(C)=O, CCO, COC(=O)c1cnc(N)c(Br)n1, [Na+], [Na+], O=C([O-])[O-], O, [Pd], CCCCP(c1ccccc1)c1ccccc1. Product: COC(=O)c1cnc(N)c(-c2ccc(Cl)c(OCc3ccccc3)c2)n1. Reaction SMILES: [C:69](#[N:70])[c:71]1[cH:72][cH:73][cH:74][cH:75][cH:76]1.[C:77](#[N:78])[c:79]1[cH:80][cH:81][cH:82][cH:83][cH:84]1.[CH2:30]([c:31]1[cH:32][cH:33][cH:34][cH:35][cH:36]1)[O:37][c:38]1[cH:39][c:40]([B:45]([OH:46])[OH:47])[cH:41][cH:42][c:43]1[Cl:44].[CH3:54][c:55]1[cH:56][cH:57][cH:58][cH:59][cH:60]1.[CH3:62][CH2:63][O:64][C:65]([CH3:66])=[O:67].[CH3:85][CH2:86][OH:87].[NH2:18][c:19]1[n:20][cH:21][c:22]([C:26](=[O:27])[O:28][CH3:29])[n:23][c:24]1[Br:25].[Na+:48].[Na+:49].[O-:50][C:51](=[O:52])[O-:53].[OH2:61].[Pd:68].[c:1]1([P:2]([CH2:3][CH2:4][CH2:5][CH3:6])[c:7]2[cH:8][cH:9][cH:10][cH:11][cH:12]2)[cH:13][cH:14][cH:15][cH:16][cH:17]1>>[NH2:18][c:19]1[n:20][cH:21][c:22]([C:26](=[O:27])[O:28][CH3:29])[n:23][c:24]1-[c:40]1[cH:39][c:38]([O:37][CH2:30][c:31]2[cH:32][cH:33][cH:34][cH:35][cH:36]2)[c:43]([Cl:44])[cH:42][cH:41]1. Reactants: O1C(=CC=C1)COC=1C=C(N)C=CC1 (3-(furan-2-ylmethoxy)aniline), ClC1=CC(=C(C=C1)NC(COCC(=O)O)=O)C(=O)OC ((2-([4-chloro-2-(methoxycarbonyl)phenyl]amino)-2-oxoethoxy)acetic acid). Product: ClC=1C=CC(=C(C(=O)O)C1)NC(COCC(=O)NC1=CC(=CC=C1)OCC=1OC=CC1)=O (5-chloro-2-([(2-([3-(furan-2-ylmethoxy)phenyl]amino)-2-oxoethoxy)acetyl]amino)benzoic acid). RXN SMILES: [O:1]1[CH:5]=[CH:4][CH:3]=[C:2]1[CH2:6][O:7][C:8]1[CH:9]=[C:10]([CH:12]=[CH:13][CH:14]=1)[NH2:11].[Cl:15][C:16]1[CH:21]=[CH:20][C:19]([NH:22][C:23](=[O:30])[CH2:24][O:25][CH2:26][C:27](O)=[O:28])=[C:18]([C:31]([O:33]C)=[O:32])[CH:17]=1>>[Cl:15][C:16]1[CH:21]=[CH:20][C:19]([NH:22][C:23](=[O:30])[CH2:24][O:25][CH2:26][C:27]([NH:11][C:10]2[CH:12]=[CH:13][CH:14]=[C:8]([O:7][CH2:6][C:2]3[O:1][CH:5]=[CH:4][CH:3]=3)[CH:9]=2)=[O:28])=[C:18]([CH:17]=1)[C:31]([OH:33])=[O:32]. Procedure details: Using the same method as in Example 1-(ii), 3-(furan-2-ylmethoxy)aniline was reacted with the (2-([4-chloro-2-(methoxycarbonyl)phenyl]amino)-2-oxoethoxy)acetic acid obtained in Example 1-(i) to give 5-chloro-2-([(2-([3-(furan-2-ylmethoxy)phenyl]amino)-2-oxoethoxy)acetyl]amino)benzoic acid.methyl ester (yield: 66%).